Dataset: the Open Reaction Database (ORD), a public repository of structured organic reaction records. Task: describe an organic reaction: reactants, conditions, products, and yield Starting materials: C(=CC1=CC=CC=C1)C1=CC=C(C=C1)C1=NN(C2=C1CC=1SC=CC21)COCC[Si](C)(C)C (6-(4-Styryl-phenyl)-4-(2-trimethylsilanyl-ethoxymethyl)-4,7-dihydro-1-thia-4,5-diaza-cyclopenta[a]pentalene), Cl (HCl). Solvent: CO (MeOH). Conditions: temperature 100 celsius. Yields the product C(=CC1=CC=CC=C1)C1=CC=C(C=C1)C1=NNC2=C1CC=1SC=CC21 (6-(4-Styryl-phenyl)-4,7-dihydro-1-thia-4,5-diaza-cyclopenta[a]pentalene). Isolated yield 90.0%. RXN SMILES: [CH:1]([C:9]1[CH:14]=[CH:13][C:12]([C:15]2[C:19]3[CH2:20][C:21]4[S:22][CH:23]=[CH:24][C:25]=4[C:18]=3[N:17](COCC[Si](C)(C)C)[N:16]=2)=[CH:11][CH:10]=1)=[CH:2][C:3]1[CH:8]=[CH:7][CH:6]=[CH:5][CH:4]=1.Cl>CO>[CH:1]([C:9]1[CH:10]=[CH:11][C:12]([C:15]2[C:19]3[CH2:20][C:21]4[S:22][CH:23]=[CH:24][C:25]=4[C:18]=3[NH:17][N:16]=2)=[CH:13][CH:14]=1)=[CH:2][C:3]1[CH:4]=[CH:5][CH:6]=[CH:7][CH:8]=1. Procedure details: 6-(4-Styryl-phenyl)-4-(2-trimethylsilanyl-ethoxymethyl)-4,7-dihydro-1-thia-4,5-diaza-cyclopenta[a]pentalene (0.15 g, 0.3 mmol) was dissolved in MeOH and treated with concentrated HCl (0.12 mL, 3 mmol). The reaction mixture was heated at 100° C. for 4 hr. The solution was cooled to room temperature and the resultant precipitate was filtered, washed with MeOH and concentrated under reduced pressure to provide the corresponding 6-(4-Styryl-phenyl)-4,7-dihydro-1-thia-4,5-diaza-cyclopenta[a]pentalene... Reactants: C(C)OC(C1=CC(=CC=C1)OCCCN1C(N(C2=C1C=CC=C2)CC2=CC=C(C=C2)N2CCN(CC2)CC2=C(C=CC=C2)C2=CC=C(C=C2)Cl)=N)=O (3-[3-(3-{4-[4-(4′-chloro-biphenyl-2-ylmethyl)-piperazin-1-yl]-benzyl}-2-imino-2,3-dihydro-benzoimidazol-1-yl)-propoxy]-benzoic acid ethyl ester), O[Li].O (LiOH.H2O). The solvent is C1CCOC1 (THF), CO (MeOH), O (H2O). Product: ClC1=CC=C(C=C1)C1=C(C=CC=C1)CN1CCN(CC1)C1=CC=C(CN2C(N(C3=C2C=CC=C3)CCCOC=3C=C(C(=O)O)C=CC3)=N)C=C1 (3-[3-(3-{4-[4-(4′-chloro-biphenyl-2-ylmethyl)-piperazin-1-yl]-benzyl}-2-imino-2,3-dihydro-benzoimidazol-1-yl)-propoxy]-benzoic acid). The yield is 10.9%. RXN SMILES: C([O:3][C:4](=[O:52])[C:5]1[CH:10]=[CH:9][CH:8]=[C:7]([O:11][CH2:12][CH2:13][CH2:14][N:15]2[C:19]3[CH:20]=[CH:21][CH:22]=[CH:23][C:18]=3[N:17]([CH2:24][C:25]3[CH:30]=[CH:29][C:28]([N:31]4[CH2:36][CH2:35][N:34]([CH2:37][C:38]5[CH:43]=[CH:42][CH:41]=[CH:40][C:39]=5[C:44]5[CH:49]=[CH:48][C:47]([Cl:50])=[CH:46][CH:45]=5)[CH2:33][CH2:32]4)=[CH:27][CH:26]=3)[C:16]2=[NH:51])[CH:6]=1)C.O[Li].O>C1COCC1.CO.O>[Cl:50][C:47]1[CH:48]=[CH:49][C:44]([C:39]2[CH:40]=[CH:41][CH:42]=[CH:43][C:38]=2[CH2:37][N:34]2[CH2:35][CH2:36][N:31]([C:28]3[CH:27]=[CH:26][C:25]([CH2:24][N:17]4[C:18]5[CH:23]=[CH:22][CH:21]=[CH:20][C:19]=5[N:15]([CH2:14][CH2:13][CH2:12][O:11][C:7]5[CH:6]=[C:5]([CH:10]=[CH:9][CH:8]=5)[C:4]([OH:52])=[O:3])[C:16]4=[NH:51])=[CH:30][CH:29]=3)[CH2:32][CH2:33]2)=[CH:45][CH:46]=1 |f:1.2|. Procedure details: To a solution of 3-[3-(3-{4-[4-(4′-chloro-biphenyl-2-ylmethyl)-piperazin-1-yl]-benzyl}-2-imino-2,3-dihydro-benzoimidazol-1-yl)-propoxy]-benzoic acid ethyl ester (140 mg, 0.20 mmol) in THF (1.2 ml), MeOH (1.2 ml) and H2O (0.6 ml) at 0° C. was added LiOH.H2O (16 mg, 0.39 mmol). The reaction was warmed to rt where it was maintained for 20 h. After this time, the mixture was concentrated under reduced pressure and then partitioned between saturated NaHCO3 and dichloromethane to adjust the pH to ˜8. ... Starting materials: COC(C1=CC=C(C=C1)C(CC)O)=O (4-(1-hydroxy-propyl)-benzoic acid methyl ester), N(=NC(=O)N1CCCCC1)C(=O)N1CCCCC1 (1′-(azodicarbonyl)dipiperidine), C(CCC)P(CCCC)CCCC (tributylphosphine), FC(C1=CC=C(C=C1)C1=CC=C(C=C1)O)(F)F (4′-trifluoromethyl-biphenyl-4-ol). The solvent is C1(=CC=CC=C1)C (toluene). Run at time 8 hour. The product is COC(C1=CC=C(C=C1)C(CC)OC1=CC=C(C=C1)C1=CC=C(C=C1)C(F)(F)F)=O (4-[1-(4′-trifluoromethyl-biphenyl-4-yloxy)-propyl]-benzoic acid methyl ester). RXN SMILES: [CH3:1][O:2][C:3](=[O:14])[C:4]1[CH:9]=[CH:8][C:7]([CH:10]([OH:13])[CH2:11][CH3:12])=[CH:6][CH:5]=1.N(C(N1CCCCC1)=O)=NC(N1CCCCC1)=O.C(P(CCCC)CCCC)CCC.[F:46][C:47]([F:62])([F:61])[C:48]1[CH:53]=[CH:52][C:51]([C:54]2[CH:59]=[CH:58][C:57](O)=[CH:56][CH:55]=2)=[CH:50][CH:49]=1>C1(C)C=CC=CC=1>[CH3:1][O:2][C:3](=[O:14])[C:4]1[CH:9]=[CH:8][C:7]([CH:10]([O:13][C:57]2[CH:56]=[CH:55][C:54]([C:51]3[CH:52]=[CH:53][C:48]([C:47]([F:46])([F:61])[F:62])=[CH:49][CH:50]=3)=[CH:59][CH:58]=2)[CH2:11][CH3:12])=[CH:6][CH:5]=1. Procedure: To a solution of 4-(1-hydroxy-propyl)-benzoic acid methyl ester (300 mg, 1.55 mmol) in toluene (10 mL) is added 1, 1′-(azodicarbonyl)dipiperidine (ADDP, 585 mg, 2.32 mmol) at 0° C., followed by the addition of tributylphosphine (0.58 mL, 2.32 mmol) and 4′-trifluoromethyl-biphenyl-4-ol (442 mg, 1.86 mmol). The reaction mixture is warmed up to room temperature and stirred overnight. The mixture is loaded on silica gel, eluted with hexanes with a gradient from 0% of ethyl acetate to 50% of ethyl ac... Reactants: CC1(C(C1C=C(Cl)Cl)C(=O)Cl)C (2,2-dimethyl-3-(2',2'-dichlorovinyl)-cyclopropanecarboxylic acid chloride), N1=CC=C(C=C1)C (γ-picoline), C(C1=CC=CC=C1)C1=C(C(C=C)O)C=CC=C1 (2-benzyl-(α-vinyl)-benzyl alcohol). The solvent is CCOCC (ether). Run at temperature 25 celsius, time 12 hour. The product is C(C1=CC=CC=C1)C1=C(C(C=C)OC(=O)C2C(C2C=C(Cl)Cl)(C)C)C=CC=C1 (2,2-Dimethyl-3-(2',2'-dichlorovinyl)-cyclopropanecarboxylic acid 2benzyl-(α-vinyl)-benzyl ester). RXN SMILES: [CH3:1][C:2]1([CH3:12])[CH:4]([CH:5]=[C:6]([Cl:8])[Cl:7])[CH:3]1[C:9](Cl)=[O:10].N1C=CC(C)=CC=1.[CH2:20]([C:27]1[CH:36]=[CH:35][CH:34]=[CH:33][C:28]=1[CH:29]([OH:32])[CH:30]=[CH2:31])[C:21]1[CH:26]=[CH:25][CH:24]=[CH:23][CH:22]=1>CCOCC>[CH2:20]([C:27]1[CH:36]=[CH:35][CH:34]=[CH:33][C:28]=1[CH:29]([O:32][C:9]([CH:3]1[CH:4]([CH:5]=[C:6]([Cl:7])[Cl:8])[C:2]1([CH3:12])[CH3:1])=[O:10])[CH:30]=[CH2:31])[C:21]1[CH:22]=[CH:23][CH:24]=[CH:25][CH:26]=1. Procedure details: 91 g (0.04 mole) of 2,2-dimethyl-3-(2',2'-dichlorovinyl)-cyclopropanecarboxylic acid chloride are added dropwise, whilst stirring, to 4.6 g (0.05 mole) of γ-picoline, 100 ml of absolute ether and 8.5 g (0.38 mole) of 2-benzyl-(α-vinyl)-benzyl alcohol at 0°-5° C. After having been stirred for 12 hours at 25° C., the reaction mixture is filtered and the filtrate is successively washed with 2 N sodium bicarbonate solution, 2 N hydrochloric acid and water. After drying over sodium sulfate, the filtr...